From a dataset of the Open Reaction Database (ORD), a public repository of structured organic reaction records. describe an organic reaction: reactants, conditions, products, and yield Starting materials: aqueous solution, [OH-].[K+] (potassium hydroxide), C1(=CC=CC=C1)N1C(=CC2=CC(=C(C(=C12)OC)OC)OC)C(=O)OC (Methyl 1-phenyl-5,6,7-trimethoxyindole-2-carboxylate), C(C)O (ethanol). Run at time 30 minute. The product is C1(=CC=CC=C1)N1C(=CC2=C(C(=C(C=C12)OC)OC)OC)C(=O)O (1-phenyl-4,5,6-trimethoxyindole-2-carboxylic acid). Reaction SMILES: [C:1]1([N:7]2[C:15]3[C:10](=[CH:11][C:12]([O:20][CH3:21])=[C:13]([O:18][CH3:19])[C:14]=3OC)[CH:9]=[C:8]2[C:22]([O:24]C)=[O:23])[CH:6]=[CH:5][CH:4]=[CH:3][CH:2]=1.[OH-].[K+].[CH2:28]([OH:30])C>>[C:1]1([N:7]2[C:15]3[C:10](=[C:11]([O:30][CH3:28])[C:12]([O:20][CH3:21])=[C:13]([O:18][CH3:19])[CH:14]=3)[CH:9]=[C:8]2[C:22]([OH:24])=[O:23])[CH:6]=[CH:5][CH:4]=[CH:3][CH:2]=1 |f:1.2|. Procedure: Methyl 1-phenyl-5,6,7-trimethoxyindole-2-carboxylate (280 mg) was dissolved in ethanol (5 mL), a 10% aqueous solution (2 mL) of potassium hydroxide was added to the solution, and the mixture was stirred for 30 minutes under reflux. After cooling, the reaction mixture was concentrated under reduced pressure, and the residue was dissolved in water and washed with ether. The water layer was then neutralized with hydrochloric acid and extracted with ethyl acetate. The resultant organic layer was was... Reactants: C(#N)C=1C=C2CCC(C(C2=CC1)=O)(C)CC(=O)O (6-cyano-2-methyl-1-oxo-1,2,3,4-tetrahydro-2-naphthyl acetic acid), O.NN (hydrazine hydrate), C(C)(=O)O (acetic acid). The solvent is O (water). Yields the product C(#N)C=1C=CC2=C(CCC3(CC(NN=C23)=O)C)C1 (8-cyano-4a-methyl-4,4a,5,6-tetrahydrobenzo[h]cinnolin-3[2H]-one). RXN SMILES: [C:1]([C:3]1[CH:4]=[C:5]2[C:10](=[CH:11][CH:12]=1)[C:9](=O)[C:8]([CH2:15][C:16]([OH:18])=O)([CH3:14])[CH2:7][CH2:6]2)#[N:2].O.[NH2:20][NH2:21].C(O)(=O)C>O>[C:1]([C:3]1[CH:12]=[CH:11][C:10]2[C:9]3[C:8]([CH3:14])([CH2:15][C:16](=[O:18])[NH:20][N:21]=3)[CH2:7][CH2:6][C:5]=2[CH:4]=1)#[N:2] |f:1.2|. Reported procedure: A mixture of 6-cyano-2-methyl-1-oxo-1,2,3,4-tetrahydro-2-naphthyl acetic acid (3.5 g), hydrazine hydrate (20 ml), acetic acid (20 ml) and water (40 ml) was stirred under reflux for 4 hours. The reaction mixture was cooled and the precipitated solid filtered off. Recrystallisation from DMF/ethanol gave 8-cyano-4a-methyl-4,4a,5,6-tetrahydrobenzo[h]cinnolin-3[2H]-one (2.5 g; m.p.>300°); ν(Nujol mull) 3315, 3210, 2214, 1675, 1635, 1615, 1590 and 844 cm-1 ; δ(DMSO-d6) 1.06, (3H,s,CH3), 1.80 (2H,m,5-H... Reactants: O.NN (hydrazine hydrate), ClC1=NC=NC(=C1)Cl (4,6-dichloropyrimidine), O.NN (hydrazine hydrate). Solvent: C(C)O (ethanol), C(C)O (ethanol). Product: ClC1=NC=NC(=C1)NN (4-Chloro-6-hydrazinopyrimidine). Reaction SMILES: O.[NH2:2][NH2:3].[Cl:4][C:5]1[CH:10]=[C:9](Cl)[N:8]=[CH:7][N:6]=1>C(O)C>[Cl:4][C:5]1[CH:10]=[C:9]([NH:2][NH2:3])[N:8]=[CH:7][N:6]=1 |f:0.1|. Reported procedure: With stirring and at RT, 11.8 ml (12.1 g, 241.6 mmol) of hydrazine hydrate are added dropwise to a solution of 20.0 g (134.3 mmol) of 4,6-dichloropyrimidine in 300 ml of ethanol. If the solution becomes turbid during the addition of the hydrazine hydrate, more solvent (about 400 ml of ethanol) is added. The reaction solution is stirred at RT for a further 12 h. For work-up, the precipitated solid is filtered off, the filter residue is washed twice with in each case 150 ml of water and twice with... Starting materials: ClC1=NC=C(C=C1Cl)C(F)(F)F (2,3-dichloro-5-(trifluoromethyl)pyridine), C(C)N1N=CC2=CC(=CC=C12)CNS(=O)(=O)C1=CC=C(C(=O)OC)C=C1 (Methyl 4-(N-((1-ethyl-1H-indazol-5-yl)methyl)sulfamoyl)benzoate). The product is ClC=1C(=NC=C(C1)C(F)(F)F)N(S(=O)(=O)C1=CC=C(C(=O)OC)C=C1)CC=1C=C2C=NN(C2=CC1)CC (Methyl 4-(N-(3-chloro-5-(trifluoromethyl)pyridin-2-yl)-N-((1-ethyl-1H-indazol-5-yl)methyl)sulfamoyl)benzoate). Reaction SMILES: Cl[C:2]1[C:7]([Cl:8])=[CH:6][C:5]([C:9]([F:12])([F:11])[F:10])=[CH:4][N:3]=1.[CH2:13]([N:15]1[C:23]2[C:18](=[CH:19][C:20]([CH2:24][NH:25][S:26]([C:29]3[CH:38]=[CH:37][C:32]([C:33]([O:35][CH3:36])=[O:34])=[CH:31][CH:30]=3)(=[O:28])=[O:27])=[CH:21][CH:22]=2)[CH:17]=[N:16]1)[CH3:14]>>[Cl:8][C:7]1[C:2]([N:25]([CH2:24][C:20]2[CH:19]=[C:18]3[C:23](=[CH:22][CH:21]=2)[N:15]([CH2:13][CH3:14])[N:16]=[CH:17]3)[S:26]([C:29]2[CH:30]=[CH:31][C:32]([C:33]([O:35][CH3:36])=[O:34])=[CH:37][CH:38]=2)(=[O:28])=[O:27])=[N:3][CH:4]=[C:5]([C:9]([F:12])([F:11])[F:10])[CH:6]=1. Reported procedure: The titled compound was prepared according to the procedure described in step-2 of Example 1 from 2,3-dichloro-5-(trifluoromethyl)pyridine and methyl 4-(N-((1-ethyl-1H-indazol-5-yl)methyl)sulfamoyl)benzoate (step-1 of Example 15). The reactants are C1CCOC1, O=C1NC(=O)c2ccccc21, CCCN(CCC)CCCc1ccc2cc(CO)ccc2c1, c1ccc(P(c2ccccc2)c2ccccc2)cc1. The product is CCCN(CCC)CCCc1ccc2cc(CN3C(=O)c4ccccc4C3=O)ccc2c1. Reaction SMILES: [CH2:53]1[O:54][CH2:55][CH2:56][CH2:57]1.[O:42]=[C:43]1[NH:44][C:45](=[O:46])[c:47]2[cH:48][cH:49][cH:50][cH:51][c:52]21.[OH:1][CH2:2][c:3]1[cH:4][c:5]2[cH:6][cH:7][c:8]([CH2:13][CH2:14][CH2:15][N:16]([CH2:17][CH2:18][CH3:19])[CH2:20][CH2:21][CH3:22])[cH:9][c:10]2[cH:11][cH:12]1.[c:23]1([P:24]([c:25]2[cH:26][cH:27][cH:28][cH:29][cH:30]2)[c:31]2[cH:32][cH:33][cH:34][cH:35][cH:36]2)[cH:37][cH:38][cH:39][cH:40][cH:41]1>>[CH2:2]([c:3]1[cH:4][c:5]2[cH:6][cH:7][c:8]([CH2:13][CH2:14][CH2:15][N:16]([CH2:17][CH2:18][CH3:19])[CH2:20][CH2:21][CH3:22])[cH:9][c:10]2[cH:11][cH:12]1)[N:44]1[C:43](=[O:42])[c:52]2[c:47]([cH:48][cH:49][cH:50][cH:51]2)[C:45]1=[O:46]. Reactants: [BH4-], CO, CC(=O)c1ncccc1Cl, [Na+]. Yields the product CC(O)c1ncccc1Cl. RXN SMILES: [BH4-:11].[CH3:13][OH:14].[Cl:1][c:2]1[c:3]([C:8]([CH3:9])=[O:10])[n:4][cH:5][cH:6][cH:7]1.[Na+:12]>>[Cl:1][c:2]1[c:3]([CH:8]([CH3:9])[OH:10])[n:4][cH:5][cH:6][cH:7]1. Reactants: CC(=O)O, CCOC(=O)C=C(C)C=CCC1(c2cc(C(C)(C)C)cc(C(C)(C)C)c2)CC1, CO. Yields the product CC(C=CCC1(c2cc(C(C)(C)C)cc(C(C)(C)C)c2)CC1)=CC(=O)O. RXN SMILES: [C:29]([OH:30])(=[O:31])[CH3:32].[CH2:1]([CH3:2])[O:3][C:4]([CH:5]=[C:6]([CH:7]=[CH:8][CH2:9][C:10]1([c:13]2[cH:14][c:15]([C:23]([CH3:24])([CH3:25])[CH3:26])[cH:16][c:17]([C:19]([CH3:20])([CH3:21])[CH3:22])[cH:18]2)[CH2:11][CH2:12]1)[CH3:27])=[O:28].[CH3:33][OH:34]>>[O:3]=[C:4]([CH:5]=[C:6]([CH:7]=[CH:8][CH2:9][C:10]1([c:13]2[cH:14][c:15]([C:23]([CH3:24])([CH3:25])[CH3:26])[cH:16][c:17]([C:19]([CH3:20])([CH3:21])[CH3:22])[cH:18]2)[CH2:11][CH2:12]1)[CH3:27])[OH:28].